This data is from the Open Reaction Database (ORD), a public repository of structured organic reaction records. The task is: describe an organic reaction: reactants, conditions, products, and yield Starting materials: C(CC#N)#N (malononitrile), O.NN (hydrazine hydrate), [N+](=O)([O-])C=1C=C(C=CC1)NN=C(C#N)C#N (2-[(3-nitrophenyl)hydrazono]malononitrile), [N+](=O)([O-])C=1C=C(N)C=CC1 (3-nitroaniline). Product: [N+](=O)([O-])C=1C=C(C=CC1)NN=C1C(=NN=C1N)N (4-[(3-Nitrophenyl)hydrazono]-4H-pyrazole-3,5-diamine), solid. RXN SMILES: [N+](C1C=C(N[N:11]=[C:12]([C:15]#[N:16])[C:13]#[N:14])C=CC=1)([O-])=O.[N+:17]([C:20]1[CH:21]=[C:22]([CH:24]=[CH:25][CH:26]=1)[NH2:23])([O-:19])=[O:18].C(#N)CC#N.O.[NH2:33][NH2:34]>>[N+:17]([C:20]1[CH:21]=[C:22]([NH:23][N:11]=[C:12]2[C:13]([NH2:14])=[N:34][N:33]=[C:15]2[NH2:16])[CH:24]=[CH:25][CH:26]=1)([O-:19])=[O:18] |f:3.4|. Procedure: 4-[(3-Nitrophenyl)hydrazono]-4H-pyrazole-3,5-diamine was prepared using 2-[(3-nitrophenyl)hydrazono]malononitrile (0.107 g, 0.5 mmol) which was derived from 3-nitroaniline (0.133 g, 1.0 mmol) and malononitrile (1.5 mmol) in a manner similar to that described in Example 2, and hydrazine hydrate. The resulting solid (0.088 g) was isolated by filtration, a portion (0.060 g) of which was purified by flash chromatography to yield 0.024 g (28%) of the title compound as an orange solid; MS (m/z, ES+): ...